From a dataset of the Open Reaction Database (ORD), a public repository of structured organic reaction records. describe an organic reaction: reactants, conditions, products, and yield The reactants are BrCCCCCCBr (1,6-dibromohexane), CCCCCC (hexane), [OH-].[Na+] (sodium hydroxide), C1=C(C=CC2=CC=CC=C12)SCCO (2-(2-naphthalenyl)thioethanol). RXN SMILES: Br[CH2:2][CH2:3][CH2:4][CH2:5][CH2:6][CH2:7][Br:8].[OH-].[Na+].[CH:11]1[C:20]2[C:15](=[CH:16][CH:17]=[CH:18][CH:19]=2)[CH:14]=[CH:13][C:12]=1[S:21][CH2:22][CH2:23][OH:24].CCCCCC>CCOCC.O>[Br:8][CH2:7][CH2:6][CH2:5][CH2:4][CH2:3][CH2:2][O:24][CH2:23][CH2:22][S:21][C:12]1[CH:13]=[CH:14][C:15]2[C:20](=[CH:19][CH:18]=[CH:17][CH:16]=2)[CH:11]=1 |f:1.2|. Reaction conditions: time 4 hour. Reported procedure: A mixture of 1,6-dibromohexane (9 ml), 50% w/v sodium hydroxide (40 ml), 2-(2-naphthalenyl)thioethanol (4 g), TAB (0.8 g) and hexane (30 ml) was stirred vigorously at 20°, under nitrogen for 4 h. Water (100 ml) and ether (100 ml) were added and the mixture was further extracted with ether (100, 2×50 ml). The combined, dried ether extracts were evaporated in vacuo to give a yellow oil. Purification by FCC eluting with light petroleum (b.p. 60°-80°):ether (30:1→1:1) gave the title compound as a wh... The solvent is CCOCC (ether), O (Water). Product: BrCCCCCCOCCSC1=CC2=CC=CC=C2C=C1 (2-[[2-[(6-Bromohexyl)oxy]ethyl]thio]naphthalene). The reactants are FC1=CC(=C(C=C1F)C1=CC=C(C=C1)OCC1=CC=C2C=CNC2=C1)OC (6-(4′,5′-difluoro-2′-methoxy-biphenyl-4-yloxymethyl)-1H-indole), CN(C=O)C (dimethylformamide), C([O-])([O-])=O.[Cs+].[Cs+] (cesium carbonate), C(C)OC(CCBr)=O (3-bromo-propionic acid ethyl ester). Run in CS(=O)C (dimethylsulfoxide). Reaction conditions: temperature 90 celsius. Product: C(C)OC(CCN1C=CC2=CC=C(C=C12)COC1=CC=C(C=C1)C1=C(C=C(C(=C1)F)F)OC)=O (3-[6-(4′,5′-difluoro-2′-methoxy-biphenyl-4-yloxymethyl)-indol-1-yl]-propionic acid ethyl ester). Isolated yield 70.9%. As a reaction SMILES: [F:1][C:2]1[C:7]([F:8])=[CH:6][C:5]([C:9]2[CH:14]=[CH:13][C:12]([O:15][CH2:16][C:17]3[CH:25]=[C:24]4[C:20]([CH:21]=[CH:22][NH:23]4)=[CH:19][CH:18]=3)=[CH:11][CH:10]=2)=[C:4]([O:26][CH3:27])[CH:3]=1.CN(C)C=O.C(=O)([O-])[O-].[Cs+].[Cs+].[CH2:39]([O:41][C:42](=[O:46])[CH2:43][CH2:44]Br)[CH3:40]>CS(C)=O>[CH2:39]([O:41][C:42](=[O:46])[CH2:43][CH2:44][N:23]1[C:24]2[C:20](=[CH:19][CH:18]=[C:17]([CH2:16][O:15][C:12]3[CH:13]=[CH:14][C:9]([C:5]4[CH:6]=[C:7]([F:8])[C:2]([F:1])=[CH:3][C:4]=4[O:26][CH3:27])=[CH:10][CH:11]=3)[CH:25]=2)[CH:21]=[CH:22]1)[CH3:40] |f:2.3.4|. Procedure details: To 6-(4′,5′-difluoro-2′-methoxy-biphenyl-4-yloxymethyl)-1H-indole (37 mg, 0.10 mmol, 1 eq.) was added dimethylformamide (1 mL), cesium carbonate (40 mg, 0.11 mmol, 1.1 eq.) and 3-bromo-propionic acid ethyl ester (0.014 mL, 0.11 mmol, 1.1 eq.). The reaction was stirred and heated at 90° C. for 17 hr. The reaction was diluted with dimethylsulfoxide, filtered, and purified by HPLC with a 50-100% acetonitrile in water gradient to yield 3-[6-(4′,5′-difluoro-2′-methoxy-biphenyl-4-yloxymethyl)-indol-1-... Reactants: COC=1C=C2C=CN=CC2=CC1C (6-Methoxy-7-methylisoquinoline), C[S-].[Na+] (sodium thiomethoxide). The solvent is CN(C=O)C (N,N-dimethylformamide). Conditions: temperature 160 celsius, time 2 hour. The product is OC=1C=C2C=CN=CC2=CC1C (6-hydroxy-7-methylisoquinoline). The yield is 9.6%. As a reaction SMILES: C[O:2][C:3]1[CH:4]=[C:5]2[C:10](=[CH:11][C:12]=1[CH3:13])[CH:9]=[N:8][CH:7]=[CH:6]2.C[S-].[Na+]>CN(C)C=O>[OH:2][C:3]1[CH:4]=[C:5]2[C:10](=[CH:11][C:12]=1[CH3:13])[CH:9]=[N:8][CH:7]=[CH:6]2 |f:1.2|. Reported procedure: 6-Methoxy-7-methylisoquinoline (239 mg) and sodium thiomethoxide (1.58 g) were suspended in N,N-dimethylformamide (12 ml), and the suspension was stirred at 160° C. for 2 hr. The reaction solution was cooled to room temperature, the reaction solution was then filtered, and the solvent was removed from the filtrate by distillation under the reduced pressure. The residue was purified by thin layer chromatography using chloroform-methanol to give 6-hydroxy-7-methylisoquinoline (21 mg, yield 1%). Starting materials: CCO, COc1ccc2c(c1)C(=CC#N)CCC2, CCO, [Co], N. The product is COc1ccc2c(c1)C(=CCN)CCC2. RXN SMILES: [CH2:16]([OH:17])[CH3:18].[CH3:1][O:2][c:3]1[cH:4][cH:5][c:6]2[c:11]([cH:12]1)[C:10](=[CH:13][C:14]#[N:15])[CH2:9][CH2:8][CH2:7]2.[CH3:20][CH2:21][OH:22].[Co:23].[NH3:19]>>[CH3:1][O:2][c:3]1[cH:4][cH:5][c:6]2[c:11]([cH:12]1)[C:10](=[CH:13][CH2:14][NH2:15])[CH2:9][CH2:8][CH2:7]2. Reactants: O=C(O)c1cccc(S(=O)(=O)Cl)c1, [Na+], [OH-]. Product: [Na+], O=C([O-])c1cccc(S(=O)(=O)O)c1. Reaction SMILES: [Cl:3][S:4](=[O:5])(=[O:6])[c:7]1[cH:8][c:9]([C:10](=[O:11])[OH:12])[cH:13][cH:14][cH:15]1.[Na+:2].[OH-:1]>>[Na+:2].[OH:1][S:4](=[O:5])(=[O:6])[c:7]1[cH:8][c:9]([C:10](=[O:11])[O-:12])[cH:13][cH:14][cH:15]1. Reactants: CC(C)(C)OC(=O)N1CCc2cn(-c3ccc(C#N)cc3)nc2CC1, CO, Cl, C1COCCO1. As a reaction SMILES: [C:1](#[N:2])[c:3]1[cH:4][cH:5][c:6](-[n:9]2[n:10][c:11]3[c:17]([cH:18]2)[CH2:16][CH2:15][N:14]([C:19]([O:20][C:21]([CH3:22])([CH3:23])[CH3:24])=[O:25])[CH2:13][CH2:12]3)[cH:7][cH:8]1.[CH3:27][OH:28].[ClH:26].[O:29]1[CH2:30][CH2:31][O:32][CH2:33][CH2:34]1>>[C:1](#[N:2])[c:3]1[cH:4][cH:5][c:6](-[n:9]2[n:10][c:11]3[c:17]([cH:18]2)[CH2:16][CH2:15][NH:14][CH2:13][CH2:12]3)[cH:7][cH:8]1. Product: N#Cc1ccc(-n2cc3c(n2)CCNCC3)cc1. Starting materials: CC(=C)C (2-methyl-1-propene), S(O)(O)(=O)=O (sulfuric acid), S(=S)(=O)([O-])[O-].[Na+].[Na+] (sodium thiosulfate), C(O)([O-])=O.[Na+] (sodium hydrogencarbonate), Cl(=O)[O-].[Na+] (sodium chlorite), O.P(=O)(O)(O)[O-].[Na+] (sodium dihydrogenphosphate monohydrate), C(C=C)OC=1C(=C(COC2=CC=C(C=C2)C2=CC(=C(C=C2)CC(=O)OCC=C)F)C=CC1C(F)(F)F)C=O (allyl (4′-{[3-(allyloxy)-2-formyl-4-(trifluoromethyl)benzyl]oxy}-3-fluoro-1,1′-biphenyl-4-yl)acetate), CC(C)=CC (2-methyl-2-butene), Cl (hydrochloric acid). The solvent is C(Cl)Cl (Methylene chloride), C(C)(C)(C)O (tert-butyl alcohol), O1CCOCC1 (1,4-dioxane). Reaction conditions: time 90 minute. Product: C(C=C)OC1=C(C(=O)OC(C)(C)C)C(=CC=C1C(F)(F)F)COC1=CC=C(C=C1)C1=CC(=C(C=C1)CC(=O)OCC=C)F (tert-butyl 2-(allyloxy)-6-{[(4′-{[(allyloxy)carbonyl]methyl}-3′-fluoro-1,1′-biphenyl-4-yl}oxy]methyl)-3-(trifluoromethyl)benzoate). Yield: 83.0%. RXN SMILES: Cl([O-])=O.[Na+].O.P([O-])(O)(O)=O.[Na+].[CH2:12]([O:15][C:16]1[C:17]([CH:48]=[O:49])=[C:18]([CH:41]=[CH:42][C:43]=1[C:44]([F:47])([F:46])[F:45])[CH2:19][O:20][C:21]1[CH:26]=[CH:25][C:24]([C:27]2[CH:32]=[CH:31][C:30]([CH2:33][C:34]([O:36][CH2:37][CH:38]=[CH2:39])=[O:35])=[C:29]([F:40])[CH:28]=2)=[CH:23][CH:22]=1)[CH:13]=[CH2:14].[CH3:50][C:51](=[CH:53]C)[CH3:52].S([O-])([O-])(=[O:57])=S.[Na+].[Na+].Cl.CC(C)=C.S(=O)(=O)(O)O.C(=O)([O-])O.[Na+]>C(O)(C)(C)C.C(Cl)Cl.O1CCOCC1>[CH2:12]([O:15][C:16]1[C:43]([C:44]([F:46])([F:47])[F:45])=[CH:42][CH:41]=[C:18]([CH2:19][O:20][C:21]2[CH:22]=[CH:23][C:24]([C:27]3[CH:32]=[CH:31][C:30]([CH2:33][C:34]([O:36][CH2:37][CH:38]=[CH2:39])=[O:35])=[C:29]([F:40])[CH:28]=3)=[CH:25][CH:26]=2)[C:17]=1[C:48]([O:57][C:51]([CH3:53])([CH3:52])[CH3:50])=[O:49])[CH:13]=[CH2:14] |f:0.1,2.3.4,7.8.9,13.14|. Procedure details: After an aqueous solution (22 ml) of sodium chlorite (2.6 g, 29 mmol) and sodium dihydrogenphosphate monohydrate (2.6 g, 19 mmol) was added dropwise to a solution of allyl (4′-{[3-(allyloxy)-2-formyl-4-(trifluoromethyl)benzyl]oxy}-3-fluoro-1,1′-biphenyl-4-yl)acetate (2.52 g, 4.8 mmol) obtained in Example (11-5) in a mixture of tert-butyl alcohol (51 ml), 1,4-dioxane (17 ml) and 2-methyl-2-butene (17 ml), the mixture was stirred at room temperature for 90 minutes. After a 5% aqueous sodium thiosu... Starting materials: CC(C)CBr, COc1ccc2[nH]ncc2c1, [K+], [K+], O=C([O-])[O-], CN(C)C=O. Yields the product COc1ccc2c(cnn2CC(C)C)c1. RXN SMILES: [Br:18][CH2:19][CH:20]([CH3:21])[CH3:22].[CH3:1][O:2][c:3]1[cH:4][c:5]2[cH:6][n:7][nH:8][c:9]2[cH:10][cH:11]1.[K+:12].[K+:13].[O-:14][C:15]([O-:16])=[O:17].[O:23]=[CH:24][N:25]([CH3:26])[CH3:27]>>[CH3:1][O:2][c:3]1[cH:4][c:5]2[cH:6][n:7][n:8]([CH2:19][CH:20]([CH3:21])[CH3:22])[c:9]2[cH:10][cH:11]1. Reactants: C([O-])(O)=O.[Na+] (Sodium bicarbonate), crude residue, NCC(CC(CC)(C)C)O (1-amino-4,4-dimethylhexan-2-ol), Cl.CN(CCCN=C=NCC)C (1-[3-(dimethylamino) propyl]-3-ethylcarbodiimide hydrochloride), ON1N=NC2=C1C=CC=C2 (1-hydroxybenzotriazole), [OH-].[Li+] (Lithium hydroxide), C(C)(=O)NC(C(=O)OC)CC1=CC=C(C=C1)C=1C(=NN(C1)C)NC(=O)OC(C)(C)C (methyl 2-(acetylamino)-3-(4-{3-[(tert-butoxycarbonyl)amino]-1-methyl-1H-pyrazo 1-4-yl}phenyl)propanoate). Solvent: C(Cl)Cl (methylene chloride), O (water), O1CCCC1.O (tetrahydrofuran water). Conditions: time 1 hour. Product: C(C)(C)(C)OC(NC1=NN(C=C1C1=CC=C(C=C1)CC(C(=O)NCC(CC(CC)(C)C)O)NC(C)=O)C)=O (tert-butyl[4-(4-{2-(acetylamino)-3-[(2-hydroxy-4,4-dimethylhexyl)amino]-3-oxopropyl}phenyl)-1-methyl-1H-pyrazol-3-yl]carbamate). Reaction SMILES: [OH-].[Li+].[C:3]([NH:6][CH:7]([CH2:12][C:13]1[CH:18]=[CH:17][C:16]([C:19]2[C:20]([NH:25][C:26]([O:28][C:29]([CH3:32])([CH3:31])[CH3:30])=[O:27])=[N:21][N:22]([CH3:24])[CH:23]=2)=[CH:15][CH:14]=1)[C:8](OC)=[O:9])(=[O:5])[CH3:4].C(=O)(O)[O-].[Na+].[NH2:38][CH2:39][CH:40]([OH:47])[CH2:41][C:42]([CH3:46])([CH3:45])[CH2:43][CH3:44].Cl.CN(C)CCCN=C=NCC.ON1C2C=CC=CC=2N=N1>O1CCCC1.O.O.C(Cl)Cl>[C:29]([O:28][C:26](=[O:27])[NH:25][C:20]1[C:19]([C:16]2[CH:17]=[CH:18][C:13]([CH2:12][CH:7]([NH:6][C:3](=[O:5])[CH3:4])[C:8]([NH:38][CH2:39][CH:40]([OH:47])[CH2:41][C:42]([CH3:46])([CH3:45])[CH2:43][CH3:44])=[O:9])=[CH:14][CH:15]=2)=[CH:23][N:22]([CH3:24])[N:21]=1)([CH3:31])([CH3:30])[CH3:32] |f:0.1,3.4,6.7,9.10|. Procedure details: Lithium hydroxide (444 mg, 10.8 mmol) was added to an ambient temperature solution of methyl 2-(acetylamino)-3-(4-{3-[(tert-butoxycarbonyl)amino]-1-methyl-1H-pyrazo 1-4-yl}phenyl)propanoate (450 mg, 1.08 mmol) in tetrahydrofuran/water (10:1) (11 mL). After stirring at ambient temperature for 1 h, the reaction mixture was diluted with water and extracted with ethyl acetate. The aqueous phase was acidified with 1.5 N hydrochloric acid and extracted with ethyl acetate. The combined organic extracts...